From a dataset of the Open Reaction Database (ORD), a public repository of structured organic reaction records. describe an organic reaction: reactants, conditions, products, and yield The reactants are CC(C)c1nc2ccccc2n1-c1nc(N2CCOCC2)c2nc(CC3CN(C(=O)OC(C)(C)C)C3)ccc2n1, Cl, C1COCCO1. Yields the product CC(C)c1nc2ccccc2n1-c1nc(N2CCOCC2)c2nc(CC3CNC3)ccc2n1. RXN SMILES: [CH:1]([CH3:2])([CH3:3])[c:4]1[n:5][c:6]2[c:7]([n:8]1-[c:9]1[n:10][c:11]([N:31]3[CH2:32][CH2:33][O:34][CH2:35][CH2:36]3)[c:12]3[c:13]([n:14]1)[cH:15][cH:16][c:17]([CH2:19][CH:20]1[CH2:21][N:22]([C:24]([O:25][C:26]([CH3:27])([CH3:28])[CH3:29])=[O:30])[CH2:23]1)[n:18]3)[cH:37][cH:38][cH:39][cH:40]2.[ClH:41].[O:42]1[CH2:43][CH2:44][O:45][CH2:46][CH2:47]1>>[CH:1]([CH3:2])([CH3:3])[c:4]1[n:5][c:6]2[c:7]([n:8]1-[c:9]1[n:10][c:11]([N:31]3[CH2:32][CH2:33][O:34][CH2:35][CH2:36]3)[c:12]3[c:13]([n:14]1)[cH:15][cH:16][c:17]([CH2:19][CH:20]1[CH2:21][NH:22][CH2:23]1)[n:18]3)[cH:37][cH:38][cH:39][cH:40]2. The reactants are C(C)OC(=O)C1=C(N(C2=CC=C(C=C12)O)C=1C=CC=2N(C3=CC=CC=C3C2C1)CC)CC(=O)OCC (2-Ethoxycarbonylmethyl-1-(9-ethylcarbazol-3-yl)-5-hydroxyindole-3-carboxylic acid ethyl ester), FC(C1=CC=C(C=C1)B(O)O)(F)F (4-trifluoromethylphenylboronic acid). Yields the product C(C)OC(=O)C1=C(N(C2=CC=C(C=C12)OC1=CC=C(C=C1)C(F)(F)F)C=1C=CC=2N(C3=CC=CC=C3C2C1)CC)CC(=O)OCC (2-Ethoxycarbonylmethyl-1-(9-ethylcarbazol-3-yl)-5-(4-trifluoromethylphenoxy)indole-3-carboxylic acid ethyl ester). RXN SMILES: [CH2:1]([O:3][C:4]([C:6]1[C:14]2[C:9](=[CH:10][CH:11]=[C:12]([OH:15])[CH:13]=2)[N:8]([C:16]2[CH:17]=[CH:18][C:19]3[N:20]([CH2:29][CH3:30])[C:21]4[C:26]([C:27]=3[CH:28]=2)=[CH:25][CH:24]=[CH:23][CH:22]=4)[C:7]=1[CH2:31][C:32]([O:34][CH2:35][CH3:36])=[O:33])=[O:5])[CH3:2].[F:37][C:38]([F:49])([F:48])[C:39]1[CH:44]=[CH:43][C:42](B(O)O)=[CH:41][CH:40]=1>>[CH2:1]([O:3][C:4]([C:6]1[C:14]2[C:9](=[CH:10][CH:11]=[C:12]([O:15][C:42]3[CH:43]=[CH:44][C:39]([C:38]([F:49])([F:48])[F:37])=[CH:40][CH:41]=3)[CH:13]=2)[N:8]([C:16]2[CH:17]=[CH:18][C:19]3[N:20]([CH2:29][CH3:30])[C:21]4[C:26]([C:27]=3[CH:28]=2)=[CH:25][CH:24]=[CH:23][CH:22]=4)[C:7]=1[CH2:31][C:32]([O:34][CH2:35][CH3:36])=[O:33])=[O:5])[CH3:2]. Reported procedure: The sub-title compound was prepared in accordance with step (c) Example 1 from 2-ethoxycarbonylmethyl-1-(9-ethylcarbazol-3-yl)-5-hydroxyindole-3-carboxylic acid ethyl ester (170 mg, 0.35 mmol, see step (b) Example 14) and 4-trifluoromethylphenylboronic acid (100 mg, 0.53 mmol. Yield 130 mg (60%). Starting materials: BrC=1C=C(C=NC1OCCOC)C(=O)O (5-bromo-6-(2-methoxyethoxy)-3-pyridinecarboxylic acid), ClC1=C(C=C(C=C1)B(O)O)F (B-(4-chloro-3-fluorophenyl)-boronic acid). Yields the product ClC1=C(C=C(C=C1)C=1C(=NC=C(C(=O)O)C1)OCCOC)F (5-(4-chloro-3-fluorophenyl)-6-(2-methoxyethoxy)nicotinic acid). Reaction SMILES: Br[C:2]1[CH:3]=[C:4]([C:13]([OH:15])=[O:14])[CH:5]=[N:6][C:7]=1[O:8][CH2:9][CH2:10][O:11][CH3:12].[Cl:16][C:17]1[CH:22]=[CH:21][C:20](B(O)O)=[CH:19][C:18]=1[F:26]>>[Cl:16][C:17]1[CH:22]=[CH:21][C:20]([C:2]2[C:7]([O:8][CH2:9][CH2:10][O:11][CH3:12])=[N:6][CH:5]=[C:4]([CH:3]=2)[C:13]([OH:15])=[O:14])=[CH:19][C:18]=1[F:26]. Procedure: The title compound was synthesized in analogy to Example BQ using 5-bromo-6-(2-methoxyethoxy)-3-pyridinecarboxylic acid (CAN 912454-34-3) and B-(4-chloro-3-fluorophenyl)-boronic acid (CAN 137504-86-0) as starting materials; LC-MS (UV peak area/ESI) 100%, 324.0456 (M−H)−.